From a dataset of the Open Reaction Database (ORD), a public repository of structured organic reaction records. describe an organic reaction: reactants, conditions, products, and yield The reactants are FC1=CC=2C(=C3N=C4C=CC=CC4=C3N(C2C=C1)C)Cl (2-Fluoro-5-methyl-11-chloroquindoline), NC1=CC=CC=C1 (aniline). Solvent: C(C)OCCO (EtOCH2CH2OH), C(C)OCC (diethyl ether). The product is Cl.FC1=CC=2C(=C3N=C4C=CC=CC4=C3[NH+](C2C=C1)C)NC1=CC=CC=C1 (2-Fluoro-5-methyl-11-(phenylamino)quindolinium Hydrochloride). The yield is 81.8%. As a reaction SMILES: [F:1][C:2]1[CH:18]=[CH:17][C:16]2[N:15]([CH3:19])[C:14]3[C:6]([N:7]=[C:8]4[C:13]=3[CH:12]=[CH:11][CH:10]=[CH:9]4)=[C:5]([Cl:20])[C:4]=2[CH:3]=1.[NH2:21][C:22]1[CH:27]=[CH:26][CH:25]=[CH:24][CH:23]=1>C(OCCO)C.C(OCC)C>[ClH:20].[F:1][C:2]1[CH:18]=[CH:17][C:16]2[NH+:15]([CH3:19])[C:14]3[C:6]([N:7]=[C:8]4[C:13]=3[CH:12]=[CH:11][CH:10]=[CH:9]4)=[C:5]([NH:21][C:22]3[CH:27]=[CH:26][CH:25]=[CH:24][CH:23]=3)[C:4]=2[CH:3]=1 |f:4.5|. Procedure details: A solution of 2-fluoro-5-methyl-11-chloroquindoline from Example 24 (530 mg, 1.79 mmol) and aniline (0.75 g, 8.06 mmol) in EtOCH2CH2OH (50 mL) was heated at 120° C. for 10 min. During this time the color of the reaction mixture changed from purple to yellow, and a yellow precipitate formed. After cooling, the reaction mixture was diluted with diethyl ether (100 mL) and the precipitate was collected, washed thoroughly with diethyl ether and dried, providing 555 mg (79.4%) of the title compound, m...